Dataset: the Open Reaction Database (ORD), a public repository of structured organic reaction records. Task: describe an organic reaction: reactants, conditions, products, and yield Reactants: CC1(CC(C=2C=CC(NC2C1)=O)=O)C (5,6,7,8-tetrahydro-7,7-dimethyl-5-oxo-2(1H)-quinolinone), CI (methyl iodide), C([O-])([O-])=O.[K+].[K+] (potassium carbonate). The solvent is CN(C=O)C (dimethylformamide). Reaction conditions: time 21 hour. Product: O=C1C=2C=CC(N(C2CC(C1)(C)C)C)=O (5,6,7,8-tetrahydro-5-oxo-1,7,7-trimethyl-2(1H)-quinolinone). Isolated yield 50.3%. Reaction SMILES: [CH3:1][C:2]1([CH3:14])[CH2:11][C:10]2[NH:9][C:8](=[O:12])[CH:7]=[CH:6][C:5]=2[C:4](=[O:13])[CH2:3]1.CI.[C:17](=O)([O-])[O-].[K+].[K+]>CN(C)C=O>[O:13]=[C:4]1[CH2:3][C:2]([CH3:14])([CH3:1])[CH2:11][C:10]2[N:9]([CH3:17])[C:8](=[O:12])[CH:7]=[CH:6][C:5]1=2 |f:2.3.4|. Procedure details: A mixture of 5,6,7,8-tetrahydro-7,7-dimethyl-5-oxo-2(1H)-quinolinone (15.0 g), methyl iodide (12.3 g), potassium carbonate (21.6 g), and dimethylformamide (230 ml) was stirred at room temperature for 21 hrs. The reaction mixture was filtered, and the filtrate was concentrated. Ethyl acetate was added to the residue, and the mixture was filtered. The filtrate was washed with brine, dried over anhydrous magnesium sulfate, filtered, and the filtrate was concentrated to give 8.1 g (50%) of 5,6,7,8-t...